This data is from the Open Reaction Database (ORD), a public repository of structured organic reaction records. The task is: describe an organic reaction: reactants, conditions, products, and yield Product: C1(=CC=CC=C1)OC([C@@H](NC([C@@H](NC([C@@H](NC([C@@H](NC(=O)OCC1=CC=CC=C1)[C@@H](C)CC)=O)[C@H](OC(C)(C)C)C)=O)[C@H](OC(C)(C)C)C)=O)CCCCNC(=O)OC(C)(C)C)=O (N-Benzyloxycarbonyl-L-isoleucyl-O-t-butyl-L-threonyl-O-t-butyl-L-threonyl-Nε -t-butyloxycarbonyl-L-lysine phenyl ester). Reaction conditions: temperature -35 celsius, time 5 minute. The solvent is CN(C)C=O (DMF), CN(C)C=O (DMF), CN(C)C=O (DMF). RXN SMILES: [NH:1](C(OCC1C=CC=CC=1)=O)[C@H:2]([C:10]([NH:12][C@H:13]([C:21]([NH:23][C@H:24]([C:37]([O:39][C:40]1[CH:45]=[CH:44][CH:43]=[CH:42][CH:41]=1)=[O:38])[CH2:25][CH2:26][CH2:27][CH2:28][NH:29][C:30]([O:32][C:33]([CH3:36])([CH3:35])[CH3:34])=[O:31])=[O:22])[C@@H:14]([CH3:20])[O:15][C:16]([CH3:19])([CH3:18])[CH3:17])=[O:11])[C@@H:3]([CH3:9])[O:4][C:5]([CH3:8])([CH3:7])[CH3:6].S(O)(C1C=CC(C)=CC=1)(=O)=O.O.[NH:68]([C:77]([O:79][CH2:80][C:81]1[CH:86]=[CH:85][CH:84]=[CH:83][CH:82]=1)=[O:78])[C@H:69]([C:74]([OH:76])=O)[C@H:70]([CH2:72][CH3:73])[CH3:71].CN1CCOCC1.ClC(OCC(C)C)=O>CN(C=O)C.[Pd]>[C:40]1([O:39][C:37](=[O:38])[C@H:24]([CH2:25][CH2:26][CH2:27][CH2:28][NH:29][C:30]([O:32][C:33]([CH3:34])([CH3:36])[CH3:35])=[O:31])[NH:23][C:21](=[O:22])[C@H:13]([C@@H:14]([CH3:20])[O:15][C:16]([CH3:17])([CH3:18])[CH3:19])[NH:12][C:10](=[O:11])[C@H:2]([C@@H:3]([CH3:9])[O:4][C:5]([CH3:8])([CH3:7])[CH3:6])[NH:1][C:74](=[O:76])[C@H:69]([C@H:70]([CH2:72][CH3:73])[CH3:71])[NH:68][C:77]([O:79][CH2:80][C:81]2[CH:86]=[CH:85][CH:84]=[CH:83][CH:82]=2)=[O:78])[CH:41]=[CH:42][CH:43]=[CH:44][CH:45]=1 |f:1.2|. Procedure: A solution of Z-Thr(tBu)-Thr(tBu)-Lys(Boc)-OPh (346.9 g, 450 mmol) in 1 l DMF was hydrogenated in the presence of Tos-OH.H2O (85.6 g, 450 mmol) and 10% Pd-C. After the hydrogenation was completed the catalyst was filtered off. Z-Ile-OH (132.66, 500 mmol) was dissolved in 700 ml DMF and cooled to -35° C. While stirring at -35° C., N-methylmorpholine (55 ml, 500 mmol) was added, followed by the addition of isobutyl chloroformate (65 ml, 500 mmol). The reaction mixture was activated for 5 min. at -... Reactants: N([C@@H]([C@H](OC(C)(C)C)C)C(=O)N[C@@H]([C@H](OC(C)(C)C)C)C(=O)N[C@@H](CCCCNC(=O)OC(C)(C)C)C(=O)OC1=CC=CC=C1)C(=O)OCC1=CC=CC=C1 (Z-Thr(tBu)-Thr(tBu)-Lys(Boc)-OPh), CN1CCOCC1 (N-methylmorpholine), ClC(=O)OCC(C)C (isobutyl chloroformate), S(=O)(=O)(C1=CC=C(C)C=C1)O.O (Tos-OH.H2O), N([C@@H]([C@@H](C)CC)C(=O)O)C(=O)OCC1=CC=CC=C1 (Z-Ile-OH), CN1CCOCC1 (N-methylmorpholine). The reagents and catalysts are [Pd] (Pd-C). Starting materials: C1(CC1)COC=1C=CC2=C(N=C(O2)C2=CC(=NO2)OC[C@H](C)NC(OC(C)(C)C)=O)C1 (tert-butyl [(1S)-2-({5-[5-(cyclopropylmethoxy)-1,3-benzoxazol-2-yl]isoxazol-3-yl}oxy)-1-methylethyl]carbamate), Cl.C(C)(=O)OCC (hydrogen chloride ethyl acetate). The solvent is C(C)(=O)OCC (ethyl acetate). Reaction conditions: time 5 hour. The product is C1(CC1)COC=1C=CC2=C(N=C(O2)C2=CC(=NO2)OC[C@H](C)NC(C)=O)C1 (N-[(1S)-2-({5-[5-(cyclopropylmethoxy)-1,3-benzoxazol-2-yl]isoxazol-3-yl}oxy)-1-methylethyl]acetamide). RXN SMILES: [CH:1]1([CH2:4][O:5][C:6]2[CH:7]=[CH:8][C:9]3[O:13][C:12]([C:14]4[O:18][N:17]=[C:16]([O:19][CH2:20][C@@H:21]([NH:23][C:24](=O)[O:25]C(C)(C)C)[CH3:22])[CH:15]=4)=[N:11][C:10]=3[CH:31]=2)[CH2:3][CH2:2]1.Cl.[C:33](OCC)(=O)C>C(OCC)(=O)C>[CH:1]1([CH2:4][O:5][C:6]2[CH:7]=[CH:8][C:9]3[O:13][C:12]([C:14]4[O:18][N:17]=[C:16]([O:19][CH2:20][C@@H:21]([NH:23][C:24](=[O:25])[CH3:33])[CH3:22])[CH:15]=4)=[N:11][C:10]=3[CH:31]=2)[CH2:2][CH2:3]1 |f:1.2|. Procedure details: To a solution of tert-butyl [(1S)-2-({5-[5-(cyclopropylmethoxy)-1,3-benzoxazol-2-yl]isoxazol-3-yl}oxy)-1-methylethyl]carbamate (510 mg) in ethyl acetate (11 mL) was added 4M hydrogen chloride/ethyl acetate (12 mL), and the mixture was stirred at room temperature for 5 hr. The solvent was evaporated under reduced pressure, and the residue was dissolved in pyridine (1.5 ml). Acetic anhydride (1.5 mL) was added thereto, and the mixture was stirred at room temperature overnight. The reaction mixture... Reactants: BrCc1ccccc1, CCO, Sc1ccncc1. The product is Br, c1ccc(CSc2ccncc2)cc1. As a reaction SMILES: [Br:1][CH2:2][c:3]1[cH:4][cH:5][cH:6][cH:7][cH:8]1.[CH3:16][CH2:17][OH:18].[SH:9][c:10]1[cH:11][cH:12][n:13][cH:14][cH:15]1>>[BrH:1].[CH2:2]([c:3]1[cH:4][cH:5][cH:6][cH:7][cH:8]1)[S:9][c:10]1[cH:11][cH:12][n:13][cH:14][cH:15]1. Starting materials: N1=CC=C(C=C1)OC1=CC=C(C=C1)N (4-(pyridin-4-yloxy)phenylamine), C(C)(C)(C)C=1C=C(N(N1)C1=CC=C(C=C1)OCCOC)N (5-tert-butyl-2-[4-(2-methoxyethoxy)phenyl]2H-pyrazol-3-ylamine), CCOC(=O)C (EtOAc). The solvent is ClCCCl (DCE), ClCCCl (DCE). Conditions: temperature 60 celsius, time 6 hour. Yields the product C(C)(C)(C)C1=NN(C(=C1)NC(=O)NC1=CC=C(C=C1)OC1=CC=NC=C1)C1=CC=C(C=C1)OCCOC (N-{3-tert-Butyl-1-[4-(2-methoxyethoxy)phenyl]-1H-pyrazol-5-yl}-N′-[4-(pyridin-4-yl-oxy)phenyl]urea). The yield is 35.0%. As a reaction SMILES: [C:1]([C:5]1[CH:6]=[C:7]([NH2:21])[N:8]([C:10]2[CH:15]=[CH:14][C:13]([O:16][CH2:17][CH2:18][O:19][CH3:20])=[CH:12][CH:11]=2)[N:9]=1)([CH3:4])([CH3:3])[CH3:2].[N:22]1[CH:27]=[CH:26][C:25]([O:28][C:29]2[CH:34]=[CH:33][C:32]([NH2:35])=[CH:31][CH:30]=2)=[CH:24][CH:23]=1.C[CH2:37][O:38]C(C)=O>ClCCCl>[C:1]([C:5]1[CH:6]=[C:7]([NH:21][C:37]([NH:35][C:32]2[CH:33]=[CH:34][C:29]([O:28][C:25]3[CH:24]=[CH:23][N:22]=[CH:27][CH:26]=3)=[CH:30][CH:31]=2)=[O:38])[N:8]([C:10]2[CH:15]=[CH:14][C:13]([O:16][CH2:17][CH2:18][O:19][CH3:20])=[CH:12][CH:11]=2)[N:9]=1)([CH3:4])([CH3:2])[CH3:3]. Procedure details: To a solution of 5-tert-butyl-2-[4-(2-methoxyethoxy)phenyl]2H-pyrazol-3-ylamine (75 mg, 0.26 mmol) in anhydrous DCE (1.0 mL) was added CDT (37 mg, 0.31 mmol), and the reaction mixture was stirred at 60° C. for 6 h. A solution of 4-(pyridin-4-yloxy)phenylamine (48 mg, 0.26 mmol) in DCE (1.3 mL) was then added, and the mixture was stirred at 60° C. for 20 h. The reaction mixture was diluted into EtOAc. The organic layer was washed with water and brine, dried over Na2SO4, filtered, and concentrated... Starting materials: CCN(C(C)C)C(C)C, CN(C)C=O, CN1C(=O)C(F)(F)CN(C2CCCC2)c2nc(Nc3ccc(C(=O)O)cc3)ncc21, CN1CCC(N)CC1, O. Product: CN1CCC(NC(=O)c2ccc(Nc3ncc4c(n3)N(C3CCCC3)CC(F)(F)C(=O)N4C)cc2)CC1. Reaction SMILES: [CH2:31]([N:32]([CH:33]([CH3:34])[CH3:35])[CH:36]([CH3:37])[CH3:38])[CH3:39].[CH3:48][N:49]([CH3:50])[CH:51]=[O:52].[CH:1]1([N:6]2[c:7]3[c:8]([cH:17][n:18][c:19]([NH:21][c:22]4[cH:23][cH:24][c:25]([C:26](=[O:27])[OH:28])[cH:29][cH:30]4)[n:20]3)[N:9]([CH3:16])[C:10](=[O:15])[C:11]([F:13])([F:14])[CH2:12]2)[CH2:2][CH2:3][CH2:4][CH2:5]1.[NH2:40][CH:41]1[CH2:42][CH2:43][N:44]([CH3:47])[CH2:45][CH2:46]1.[OH2:53]>>[CH:1]1([N:6]2[c:7]3[c:8]([cH:17][n:18][c:19]([NH:21][c:22]4[cH:23][cH:24][c:25]([C:26](=[O:28])[NH:40][CH:41]5[CH2:42][CH2:43][N:44]([CH3:47])[CH2:45][CH2:46]5)[cH:29][cH:30]4)[n:20]3)[N:9]([CH3:16])[C:10](=[O:15])[C:11]([F:13])([F:14])[CH2:12]2)[CH2:2][CH2:3][CH2:4][CH2:5]1. The reactants are CC(=O)O, c1ccc(CCOCCCCCCCCCOC2CCCCO2)cc1, C1CCOC1, O. Yields the product OCCCCCCCCCOCCc1ccccc1. Reaction SMILES: [C:32]([OH:33])(=[O:34])[CH3:35].[CH2:1]([CH2:2][c:3]1[cH:4][cH:5][cH:6][cH:7][cH:8]1)[O:9][CH2:10][CH2:11][CH2:12][CH2:13][CH2:14][CH2:15][CH2:16][CH2:17][CH2:18][O:19][CH:20]1[CH2:21][CH2:22][CH2:23][CH2:24][O:25]1.[O:27]1[CH2:28][CH2:29][CH2:30][CH2:31]1.[OH2:26]>>[CH2:1]([CH2:2][c:3]1[cH:4][cH:5][cH:6][cH:7][cH:8]1)[O:9][CH2:10][CH2:11][CH2:12][CH2:13][CH2:14][CH2:15][CH2:16][CH2:17][CH2:18][OH:19]. Reactants: ice, [N+](=O)([O-])C1=CC=C2CCC(CC2=C1)N(CCC)CC1CCNCC1 ((7-nitro-1,2,3,4-tetrahydro-naphthalen-2-yl)-piperidin-4-ylmethyl-propyl-amine), N1=CC=CC=C1 (pyridine), CS(=O)(=O)Cl (methanesulfonyl chloride). The solvent is C(Cl)Cl (methylene chloride). Run at time 24 hour. Product: CS(=O)(=O)N1CCC(CC1)CN(CCC)C1CC2=CC(=CC=C2CC1)[N+](=O)[O-] ((1-methanesulfonyl-piperidin-4-ylmethyl)-(7-nitro-1,2,3,4-tetrahydro-naphthalen-2-yl)-propyl-amine). Yield: 85.3%. As a reaction SMILES: [N+:1]([C:4]1[CH:13]=[C:12]2[C:7]([CH2:8][CH2:9][CH:10]([N:14]([CH2:18][CH:19]3[CH2:24][CH2:23][NH:22][CH2:21][CH2:20]3)[CH2:15][CH2:16][CH3:17])[CH2:11]2)=[CH:6][CH:5]=1)([O-:3])=[O:2].N1C=CC=CC=1.[CH3:31][S:32](Cl)(=[O:34])=[O:33]>C(Cl)Cl>[CH3:31][S:32]([N:22]1[CH2:21][CH2:20][CH:19]([CH2:18][N:14]([CH:10]2[CH2:9][CH2:8][C:7]3[C:12](=[CH:13][C:4]([N+:1]([O-:3])=[O:2])=[CH:5][CH:6]=3)[CH2:11]2)[CH2:15][CH2:16][CH3:17])[CH2:24][CH2:23]1)(=[O:34])=[O:33]. Reported procedure: To an ice-cold solution of (7-nitro-1,2,3,4-tetrahydro-naphthalen-2-yl)-piperidin-4-ylmethyl-propyl-amine (420 mg, 1.3 mmol) and pyridine (154 μl, 1.5 mmol, 1.2 eq.) in methylene chloride (30 mL) under an inert atmosphere methanesulfonyl chloride (154 μl, 1.9 mmol, 1.5 eq) was added dropwise. The reaction was allowed to warm to room temperature and stir for 24 h. The reaction was quenched with water and the methylene chloride layer separated, dried (MgSO4), and concentrated to afford (1-methanes...